From a dataset of the Open Reaction Database (ORD), a public repository of structured organic reaction records. describe an organic reaction: reactants, conditions, products, and yield Starting materials: C1(=CC=CC=C1)CN1S(N(C(C1=O)(CCC)C)C)(=O)=O (2-phenylmethyl-4-methyl-4-propyl-5-methyl-1,2,5-thiadiazolidin-3-one 1,1-dioxide), C(=O)[O-].[NH4+] (ammonium formate), C(=O)[O-].[NH4+] (ammonium formate). The reagents and catalysts are [Pd] (Pd/C). Solvent: CO (methanol). Run at time 4 hour. The product is CC1(C(NS(N1C)(=O)=O)=O)CCC (4-methyl-4 -propyl-5-methyl-1,2,5-thiadiazolidin-3-one 1,1-dioxide). Isolated yield 93.3%. RXN SMILES: C1(C[N:8]2[C:12](=[O:13])[C:11]([CH3:17])([CH2:14][CH2:15][CH3:16])[N:10]([CH3:18])[S:9]2(=[O:20])=[O:19])C=CC=CC=1.C([O-])=O.[NH4+]>CO.[Pd]>[CH3:17][C:11]1([CH2:14][CH2:15][CH3:16])[N:10]([CH3:18])[S:9](=[O:20])(=[O:19])[NH:8][C:12]1=[O:13] |f:1.2|. Reported procedure: To a solution of 2-phenylmethyl-4-methyl-4-propyl-5-methyl-1,2,5-thiadiazolidin-3-one 1,1-dioxide (8.78 g, 29.62 mmol) in 250 ml of dry methanol was added 1.5 g of 10% Pd/C followed by ammonium formate (5.6 g, 88.68 mmol), and the mixture was stirred at room temperature for 4 hours. After adding an additional ammonium formate (2×3 equiv), the mixture was heated at 80°-90° C. overnight, cooled, filtered through a pad of CELITE® and the residue was washed with methanol. The combined filtrate was c...